From a dataset of the Open Reaction Database (ORD), a public repository of structured organic reaction records. describe an organic reaction: reactants, conditions, products, and yield The reactants are O[C@H](C(=O)O)CC1=CC=CC=C1 ((S)-2-hydroxy-3-phenylpropionic acid), ClCCO (2-chloroethanol). Yields the product OC(C(=O)OCCCl)CC1=CC=CC=C1 (2-Chloroethyl 2-hydroxy-3-phenylpropionate). RXN SMILES: [OH:1][C@@H:2]([CH2:6][C:7]1[CH:12]=[CH:11][CH:10]=[CH:9][CH:8]=1)[C:3]([OH:5])=[O:4].[Cl:13][CH2:14][CH2:15]O>>[OH:1][CH:2]([CH2:6][C:7]1[CH:12]=[CH:11][CH:10]=[CH:9][CH:8]=1)[C:3]([O:5][CH2:15][CH2:14][Cl:13])=[O:4]. Procedure details: 2-Chloroethyl 2-hydroxy-3-phenylpropionate was prepared from (S)-2-hydroxy-3-phenylpropionic acid and excess 2-chloroethanol essentially by the method described in Step 1 of Example 1; however, the distillate solidified after standing at 4° C.: b.p. 120° C./0.35 mm Hg; 1H NMR δ2.86 (bs, 1H), δ2.98 (dd, 1H, J=6.7 Hz and 14.0 Hz), δ3.13 (dd, 1H, J=4.6 Hz and 14.0 Hz), δ3.63 (t, 2H, J=5.6 Hz), δ4.35 (m, 2H), δ4.48 (dd, 1H, J=4.7 Hz and 6.6 Hz), δ7.2-7.3 (5H); 13C NMR 40.5, 41.0, 64.8, 71.3, 126.8, ... The reactants are Cl.ClCCC1N(CCC1)C (2-(2-chloroethyl)-1-methylpyrrolidine hydrochoride), CC(C)([O-])C.[K+] (potassium t-butoxide), ClC=1C=C(C=CC1)CCC1=C(C=CC=C1)O (2-[2-(3-chlorophenyl)ethyl]phenol), [Cl-].[Na+] (sodium chloride). The solvent is O (water), C(C)(=O)OCC (ethyl acetate), CC(=O)N(C)C (dimethylacetamide). Yields the product ClC=1C=C(C=CC1)CCC1=C(OCCC2N(CCC2)C)C=CC=C1 (2-(2-{2-[2-(3-Chlorophenyl)ethyl]phenoxy}ethyl)-1-methylpyrrolidine). Yield: 52.1%. RXN SMILES: CC(C)([O-])C.[K+].[Cl:7][C:8]1[CH:9]=[C:10]([CH2:14][CH2:15][C:16]2[CH:21]=[CH:20][CH:19]=[CH:18][C:17]=2[OH:22])[CH:11]=[CH:12][CH:13]=1.[Cl-].[Na+].Cl.Cl[CH2:27][CH2:28][CH:29]1[CH2:33][CH2:32][CH2:31][N:30]1[CH3:34]>CC(N(C)C)=O.O.C(OCC)(=O)C>[Cl:7][C:8]1[CH:9]=[C:10]([CH2:14][CH2:15][C:16]2[CH:21]=[CH:20][CH:19]=[CH:18][C:17]=2[O:22][CH2:27][CH2:28][CH:29]2[CH2:33][CH2:32][CH2:31][N:30]2[CH3:34])[CH:11]=[CH:12][CH:13]=1 |f:0.1,3.4,5.6|. Procedure details: 1.06 g of potassium t-butoxide were added to a solution of 1.00 g of 2-[2-(3-chlorophenyl)ethyl]phenol (prepared as described in Preparation 44) in 20 ml of dimethylacetamide, whilst cooling by ice and sodium chloride and stirring. 0.949 g of 2-(2-chloroethyl)-1-methylpyrrolidine hydrochoride was then added to the solution, and the mixture was stirred at 50° C. for 3 hours. At the end of this time, the reaction mixture was cooled, and 100 ml of ethyl acetate and 50 ml of water were added to the ...